From a dataset of the Open Reaction Database (ORD), a public repository of structured organic reaction records. describe an organic reaction: reactants, conditions, products, and yield The reactants are C1[C@H]([C@@H]([C@H]([C@@H]([C@H]1N)O[C@@H]2[C@@H]([C@H]([C@@H]([C@H](O2)CN)O)O)O)O)O[C@@H]3[C@@H]([C@H]([C@@H]([C@H](O3)CO)O)N)O)N (kanamycin), Primary Amine, C1=CC(=CC=C1[C@H]([C@@H](CO)NC(=O)C(Cl)Cl)O)[N+](=O)[O-] (chloramphenicol), CC(C)S[C@H]1[C@@H]([C@H]([C@H]([C@H](O1)CO)O)O)O (IPTG). Reaction conditions: time 2 hour. Yields the product N[C@@H](CC1=CNC2=CC=CC=C12)C(=O)O (Tryptophan). RXN SMILES: [CH2:1]1[C@H:6](N)[C@@H:5](O[C@H]2O[C@H](CN)[C@@H](O)[C@H](O)[C@H]2O)[C@H:4](O)[C@@H:3](O[C@H]2O[C@H](CO)[C@@H](O)[C@H](N)[C@H]2O)[C@@H:2]1[NH2:33].[CH:34]1[C:39]([C@@H:40](O)[C@H:41]([NH:44]C(C(Cl)Cl)=O)[CH2:42][OH:43])=CC=C([N+]([O-])=O)C=1.CC(S[C@@H]1[O:63][C@H](CO)[C@H](O)[C@H](O)[C@H]1O)C>>[NH2:44][C@H:41]([C:42]([OH:63])=[O:43])[CH2:40][C:39]1[C:3]2[C:2](=[CH:1][CH:6]=[CH:5][CH:4]=2)[NH:33][CH:34]=1. Procedure details: An overnight culture with the pET30Trp racemase construct was subcultured into fresh LB medium with the appropriate antibiotics (50 μg/mL kanamycin and 20 μg/mL chloramphenicol) and grown to an OD600˜0.6 (37° C. with aeration). Expression was induced with 100 μM IPTG and incubation was continued at 37° C. with aeration for 2 hours. The cells were harvested by centrifugation and stored at −80° C. until use. The cell pellet was thawed on ice and cells were lysed using BugBuster Primary Amine Free ... The reactants are C(CCC)O (n-butanol), C(C#CC)(O)O (butynediol), Ni Mo. Solvent: C(CC)O (n-propanol). Yields the product C(CCCO)O (1,4-butanediol), CC(C(O)O)CC (2-methylbutanediol). RXN SMILES: [CH:1]([OH:6])([OH:5])[C:2]#[C:3][CH3:4].[CH2:7]([OH:11])CCC>C(O)CC>[CH2:4]([OH:11])[CH2:3][CH2:2][CH2:1][OH:6].[CH3:7][CH:2]([CH2:3][CH3:4])[CH:1]([OH:6])[OH:5]. Reported procedure: Using a method similar to Example 1, 170 g/h of butynediol solution were hydrogenated over 10 g of Raney Ni/Mo (2.5% by weight of molybdenum, calculated as Mo). The initial temperature was 150° C. and the reactor temperature rose to 173° C. during the reaction. The product was obtained in an amount of 176 g/h and comprised 92.4% by weight of 1,4-butanediol, 0.4% by weight of 2-methylbutanediol, 2% by weight of n-butanol and 4.7% by weight of n-propanol plus a few further products in amounts of l... Starting materials: ClCC(=O)C1=C2C=CC(NC2=C(C=C1)OC(CCl)=O)=O (5-chloroacetyl-8-chloroacetoxycarbostyril), Cl (hydrochloric acid). Run in [OH-].[K+] (potassium hydroxide). Conditions: time 30 minute. Yields the product ClCC(=O)C1=C2C=CC(NC2=C(C=C1)O)=O (5-chloroacetyl-8-hydroxycarbostyril). The yield is 89.9%. RXN SMILES: [Cl:1][CH2:2][C:3]([C:5]1[CH:14]=[CH:13][C:12]([O:15]C(=O)CCl)=[C:11]2[C:6]=1[CH:7]=[CH:8][C:9](=[O:20])[NH:10]2)=[O:4].Cl>[OH-].[K+]>[Cl:1][CH2:2][C:3]([C:5]1[CH:14]=[CH:13][C:12]([OH:15])=[C:11]2[C:6]=1[CH:7]=[CH:8][C:9](=[O:20])[NH:10]2)=[O:4] |f:2.3|. Procedure details: 2.5 g of the 5-chloroacetyl-8-chloroacetoxycarbostyril (VI) obtained in Example 5 was added to 30 ml of 5% aqueous potassium hydroxide followed by stirring at 20° to 25° C. for 30 minutes. The resulting solution was adjusted to a pH of 2 to 3 with diluted hydrochloric acid while cooling. The precipitated crystals were filtered, washed with water and recrystallized from methanol to obtain 1.7 g of 5-chloroacetyl-8-hydroxycarbostril (IV) having a melting point of 285°-287° C. (with decomposition) ... Starting materials: CC(=O)O, [K+], Cc1ccc([N+](=O)[O-])c(C)c1, [O-][Br+2]([O-])[O-], O, O=S(=O)(O)O. The product is Cc1ccc([N+](=O)[O-])c(C)c1Br. As a reaction SMILES: [CH3:23][C:24](=[O:25])[OH:26].[K+:18].[N+:1](=[O:2])([O-:3])[c:4]1[c:5]([CH3:11])[cH:6][c:7]([CH3:10])[cH:8][cH:9]1.[O-:19][Br+2:20]([O-:21])[O-:22].[OH2:17].[S:12](=[O:13])(=[O:14])([OH:15])[OH:16]>>[N+:1](=[O:2])([O-:3])[c:4]1[c:5]([CH3:11])[c:6]([Br:20])[c:7]([CH3:10])[cH:8][cH:9]1. The solvent is C(C)(=O)OCC (ethyl acetate), CO (methanol). Reaction SMILES: [CH2:1]([N:3]([S:30]([C:33]1[S:34][CH:35]=[CH:36][CH:37]=1)(=[O:32])=[O:31])[C:4]1[CH:5]=[CH:6][CH:7]=[C:8]2[C:12]=1[NH:11][C:10]([C:13]1[S:14][C:15]([CH2:18][O:19][C:20]3[CH:29]=[CH:28][C:23]([C:24]([O:26]C)=[O:25])=[CH:22][CH:21]=3)=[CH:16][N:17]=1)=[CH:9]2)[CH3:2].O1CCCC1.[OH-].[Na+].Cl>C(OCC)(=O)C.CO>[CH2:1]([N:3]([S:30]([C:33]1[S:34][CH:35]=[CH:36][CH:37]=1)(=[O:31])=[O:32])[C:4]1[CH:5]=[CH:6][CH:7]=[C:8]2[C:12]=1[NH:11][C:10]([C:13]1[S:14][C:15]([CH2:18][O:19][C:20]3[CH:21]=[CH:22][C:23]([C:24]([OH:26])=[O:25])=[CH:28][CH:29]=3)=[CH:16][N:17]=1)=[CH:9]2)[CH3:2] |f:2.3|. Yields the product C(C)N(C=1C=CC=C2C=C(NC12)C=1SC(=CN1)COC1=CC=C(C(=O)O)C=C1)S(=O)(=O)C=1SC=CC1 (4-[(2-{7-[Ethyl(2-thienylsulfonyl)amino]-1H-indol-2-yl}-1,3-thiazol-5-yl)methoxy]benzoic acid). Procedure details: Methyl 4-[(2-{7-[ethyl(2-thienylsulfonyl)amino]-1H-indol-2-yl}-1,3-thiazol-5-yl)methoxy]benzoate (98 mg), tetrahydrofuran (2 mL), methanol (2 mL) and 1N aqueous sodium hydroxide solution (2 mL) was stirred at 50° C. for 16 hr. The reaction mixture was acidified with 1N hydrochloride, diluted with ethyl acetate and washed with saturated brine. The organic layer was dried over magnesium sulfate and filtrated. The filtrate was concentrated, and the residue was subjected to silica gel column chromat... Isolated yield 53.4%. Starting materials: Cl (hydrochloride), C(C)N(C=1C=CC=C2C=C(NC12)C=1SC(=CN1)COC1=CC=C(C(=O)OC)C=C1)S(=O)(=O)C=1SC=CC1 (Methyl 4-[(2-{7-[ethyl(2-thienylsulfonyl)amino]-1H-indol-2-yl}-1,3-thiazol-5-yl)methoxy]benzoate), O1CCCC1 (tetrahydrofuran), [OH-].[Na+] (sodium hydroxide).